This data is from the Open Reaction Database (ORD), a public repository of structured organic reaction records. The task is: describe an organic reaction: reactants, conditions, products, and yield Starting materials: C(C)(C)(C)OC(=O)N[C@@H]1[C@@H](CCCC1)NC1=C(C2=C(C(=N1)C1=CN=C(S1)NC(OC(C)(C)C)=O)C(N(C2)CC2=C(C=C(C=C2)OC)OC)=O)F (tert-butyl (5-(6-(((1R,2S)-2-((tert-butoxycarbonyl)amino)cyclo-hexyl)amino)-2-(2,4-dimethoxybenzyl)-7-fluoro-3-oxo-2,3-dihydro-1H-pyrrolo[3,4-c]pyridin-4-yl)-1,3-thiazol-2-yl)carbamate), C(=O)(C(F)(F)F)O (TFA). Yields the product N[C@@H]1[C@@H](CCCC1)NC1=C(C2=C(C(=N1)C1=CN=C(S1)N)C(NC2)=O)F (6-((1R,2S)-2-Aminocyclohexylamino)-4-(2-aminothiazol-5-yl)-7-fluoro-1H-pyrrolo[3,4-c]pyridin-3(2H)-one), C(=O)(C(F)(F)F)O (TFA). The yield is 32.0%. RXN SMILES: C(OC([NH:8][C@H:9]1[CH2:14][CH2:13][CH2:12][CH2:11][C@H:10]1[NH:15][C:16]1[N:21]=[C:20]([C:22]2[S:26][C:25]([NH:27]C(=O)OC(C)(C)C)=[N:24][CH:23]=2)[C:19]2[C:35](=[O:49])[N:36](CC3C=CC(OC)=CC=3OC)[CH2:37][C:18]=2[C:17]=1[F:50])=O)(C)(C)C.[C:51]([OH:57])([C:53]([F:56])([F:55])[F:54])=[O:52]>>[NH2:8][C@H:9]1[CH2:14][CH2:13][CH2:12][CH2:11][C@H:10]1[NH:15][C:16]1[N:21]=[C:20]([C:22]2[S:26][C:25]([NH2:27])=[N:24][CH:23]=2)[C:19]2[C:35](=[O:49])[NH:36][CH2:37][C:18]=2[C:17]=1[F:50].[C:51]([OH:57])([C:53]([F:56])([F:55])[F:54])=[O:52]. Procedure details: A solution of tert-butyl (5-(6-(((1R,2S)-2-((tert-butoxycarbonyl)amino)cyclo-hexyl)amino)-2-(2,4-dimethoxybenzyl)-7-fluoro-3-oxo-2,3-dihydro-1H-pyrrolo[3,4-c]pyridin-4-yl)-1,3-thiazol-2-yl)carbamate (41.5 mg, 0.058 mmol) in TFA (5 mL) was heated to 65° C. for 3 h. After removal of the solvent, the resulting crude material was reconstituted in MeOH/DMF (6.0 mL) and purified via preparative HPLC eluting with water (0.05% TFA) and ACN (10-20% gradient, 0.035% TFA). The collected fractions were stri... Starting materials: BrC1=CC(=NC=C1)NC(=N)NCC1=C(C=CC=C1OC)OC (N-(4-bromopyridin-2-yl)-N′-(2,6-dimethoxybenzyl)guanidine), tetrakis-(triphenylphosphine)palladium(0), acetate salt, C(C)(=O)[O-] (acetate), FC1=CC=C(C=C1)OB(O)O ((4-fluorophenyl)boric acid), C([O-])([O-])=O.[Na+].[Na+] (sodium carbonate). Conditions: temperature 110 celsius. The product is COC1=C(CNC(=N)NC2=NC=CC(=C2)C2=CC=C(C=C2)F)C(=CC=C1)OC (N-(2,6-dimethoxybenzyl)-N′-[4-(4-fluorophenyl)pyridin-2-yl]guanidine). Yield: 55.3%. Reaction SMILES: Br[C:2]1[CH:7]=[CH:6][N:5]=[C:4]([NH:8][C:9]([NH:11][CH2:12][C:13]2[C:18]([O:19][CH3:20])=[CH:17][CH:16]=[CH:15][C:14]=2[O:21][CH3:22])=[NH:10])[CH:3]=1.[F:23][C:24]1[CH:29]=[CH:28][C:27](OB(O)O)=[CH:26][CH:25]=1.C(=O)([O-])[O-].[Na+].[Na+].C([O-])(=O)C>>[CH3:22][O:21][C:14]1[CH:15]=[CH:16][CH:17]=[C:18]([O:19][CH3:20])[C:13]=1[CH2:12][NH:11][C:9]([NH:8][C:4]1[CH:3]=[C:2]([C:27]2[CH:28]=[CH:29][C:24]([F:23])=[CH:25][CH:26]=2)[CH:7]=[CH:6][N:5]=1)=[NH:10] |f:2.3.4|. Reported procedure: The preparation was carried out analogously to Example 56, using 0.160 g (0.438 mmol) N-(4-bromopyridin-2-yl)-N′-(2,6-dimethoxybenzyl)guanidine, 0.091 g (0.657 mmol) (4-fluorophenyl)boric acid, 0.139 g (1.314 mmol) sodium carbonate, and 0.035 g (0.031 mmol) tetrakis-(triphenylphosphine)palladium(0). The mixture was likewise heated in a reaction block for 18.5 hr at 110° C. under a nitrogen atmosphere. After appropriate workup and purification via preparative HPLC, 106.5 mg (0.242 mmol, 55%) pure...